From a dataset of the Open Reaction Database (ORD), a public repository of structured organic reaction records. describe an organic reaction: reactants, conditions, products, and yield The reactants are CN1C=CC=C1 (N-Methylpyrrole), C1=C(C=CC2=CC=CC=C12)C(=O)Cl (2-napthalenoyl chloride). Solvent: C1(=CC=CC=C1)C (toluene). Conditions: time 38 hour. Yields the product C1=C(C=CC2=CC=CC=C12)C(=O)C=1N(C=CC1)C ((2-naphthalenyl)(1-methyl-1H-pyrrol-2-yl)-methanone). The yield is 90.3%. RXN SMILES: [CH3:1][N:2]1[CH:6]=[CH:5][CH:4]=[CH:3]1.[CH:7]1[C:16]2[C:11](=[CH:12][CH:13]=[CH:14][CH:15]=2)[CH:10]=[CH:9][C:8]=1[C:17](Cl)=[O:18]>C1(C)C=CC=CC=1>[CH:7]1[C:16]2[C:11](=[CH:12][CH:13]=[CH:14][CH:15]=2)[CH:10]=[CH:9][C:8]=1[C:17]([C:3]1[N:2]([CH3:1])[CH:6]=[CH:5][CH:4]=1)=[O:18]. Procedure: N-Methylpyrrole (19.5 g, 0.24 mole) and 2-napthalenoyl chloride (50.0 g, 0.26 mole) 300 mL of dry toluene were heated under reflux overnight with a nitrogen stream bubbling through the reaction mixture. Another 10 mL of N-methylpyrrole was added to the reaction mixture and the reflux was continued for another 38 hr. 100 mL of 20% aqueous 3-(dimethylamino)propylamine was added and stirred for 30 minutes. Et2O/THF was added and the organics were separated off, washed with 1 N HCl, NaHCO3, water, b... Starting materials: C1(CCCCCN1)=O (caprolactam), C(CCCCCO)O (hexane-1,6-diol), ONC(=O)OCC (hydroxyurethane), hydroxyl. Yields the product C(CCCCCO)O (hexane-1,6-diol), C(O)C(CC)(CO)CO (1,1,1-trimethylolpropane), CC=1C(=CC(=CC1)N=C=O)N=C=O (tolylene diisocyanate). RXN SMILES: [CH2:1]([OH:8])[CH2:2][CH2:3][CH2:4][CH2:5][CH2:6][OH:7].O[NH:10][C:11]([O:13]CC)=[O:12].[C:16]1(=[O:23])[NH:22][CH2:21][CH2:20][CH2:19][CH2:18][CH2:17]1>>[CH2:1]([OH:8])[CH2:2][CH2:3][CH2:4][CH2:5][CH2:6][OH:7].[CH2:16]([C:17]([CH2:11][OH:12])([CH2:6][OH:7])[CH2:18][CH3:19])[OH:23].[CH3:17][C:18]1[C:1]([N:10]=[C:11]=[O:13])=[CH:2][C:21]([N:22]=[C:16]=[O:23])=[CH:20][CH:19]=1. Procedure details: 41.9 parts by weight of hexane-1,6-diol are melted together in powder form at about 85° C and then treated at 130° C with 583 parts by weight of a hydroxyurethane with a hydroxyl content of 6% by weight obtained from 1 mol of hexane-1,6-diol, 0.7 mol of 1,1,1-trimethylolpropane, 1.8% by weight of caprolactam and 1.3 mol of tolylene diisocyanate (mixture of isomers 2,4 : 2,6 = 80 : 20) to form a highly fluid melt which can easily be stirred. Its viscosity is about 320 cP at 105° C. The reactants are C(C)(=O)NC=1SC2=C(CCC=3C=NC(=NC23)N(C(OC(C)(C)C)=O)CC#C)N1 (TERT-BUTYL (2-ACETYLAMINO-4,5-DIHYDRO-THIAZOLO[4,5-h]QUINAZOLIN-8-YL)-PROP-2-YNYL-CARBAMATE). The solvent is Cl (hydrochloric acid). Reaction conditions: time 16 hour. Product: C(C#C)NC1=NC=2C3=C(CCC2C=N1)N=C(S3)NC(C)=O (N-(8-PROP-2-YNYLAMINO-4,5-DIHYDRO-THIAZOLO[4,5-h]QUINAZOLIN-2-YL)-ACETAMIDE). As a reaction SMILES: [C:1]([NH:4][C:5]1[S:6][C:7]2[C:16]3[N:15]=[C:14]([N:17]([CH2:25][C:26]#[CH:27])C(=O)OC(C)(C)C)[N:13]=[CH:12][C:11]=3[CH2:10][CH2:9][C:8]=2[N:28]=1)(=[O:3])[CH3:2]>Cl>[CH2:25]([NH:17][C:14]1[N:13]=[CH:12][C:11]2[CH2:10][CH2:9][C:8]3[N:28]=[C:5]([NH:4][C:1](=[O:3])[CH3:2])[S:6][C:7]=3[C:16]=2[N:15]=1)[C:26]#[CH:27]. Procedure details: 0.05 g (0.13 mmol) of the compound obtained in Example 82 are dissolved in 5 ml ethereal hydrochloric acid and stirred for 16 hours at ambient temperature. The resulting solid is suction filtered, triturated with diethyl ether/acetone 9:1 and suction filtered again. Yield: 0.03 g Reactants: COC1=CC=CC=2C=C(OC21)C(=O)Cl (7-methoxybenzofuran-2-carbonyl chloride), FC=1C=C(N)C=CC1 (3-fluoroaniline), [H-].[Na+] (Sodium hydride), [H][H] (hydrogen), Cl (hydrochloric acid). Solvent: C1CCOC1 (THF). Reaction conditions: temperature 0 celsius. Product: FC=1C=C(C=CC1)NC(=O)C=1OC2=C(C1)C=CC=C2OC (2-(3-Fluorophenylaminocarbonyl)-7-methoxybenzofuran). As a reaction SMILES: [F:1][C:2]1[CH:3]=[C:4]([CH:6]=[CH:7][CH:8]=1)[NH2:5].[H-].[Na+].[H][H].[CH3:13][O:14][C:15]1[C:23]2[O:22][C:21]([C:24](Cl)=[O:25])=[CH:20][C:19]=2[CH:18]=[CH:17][CH:16]=1.Cl>C1COCC1>[F:1][C:2]1[CH:3]=[C:4]([NH:5][C:24]([C:21]2[O:22][C:23]3[C:15]([O:14][CH3:13])=[CH:16][CH:17]=[CH:18][C:19]=3[CH:20]=2)=[O:25])[CH:6]=[CH:7][CH:8]=1 |f:1.2|. Procedure: Under a nitrogen atmosphere, 3-fluoroaniline (6.2 ml) was dissolved in dry THF (150 ml), and the solution was stirred at 0° C. Sodium hydride (3.4 g) was slowly added to the mixture followed by stirring at 0° C. for 20 minutes. After the generation of hydrogen ceased, 7-methoxybenzofuran-2-carbonyl chloride (9.0 g) was added to the mixture, followed by stirring at room temperature for 3 hours. The reaction was stopped with 1N hydrochloric acid and the mixture was extracted with ethyl acetate. Th... Starting materials: OC1=C(C(=O)N)C=CC(=C1O)O (2,3,4-trihydroxybenzamide), P(=O)(Cl)(Cl)Cl (phosphorusoxychloride). The solvent is C(C)(=O)OCC (ethyl acetate). Run at temperature 95 celsius. The product is OC1=C(C#N)C=CC(=C1O)O (2,3,4-Trihydroxybenzonitrile). Yield: 57.0%. As a reaction SMILES: [OH:1][C:2]1[C:10]([OH:11])=[C:9]([OH:12])[CH:8]=[CH:7][C:3]=1[C:4]([NH2:6])=O.P(Cl)(Cl)(Cl)=O>C(OCC)(=O)C>[OH:1][C:2]1[C:10]([OH:11])=[C:9]([OH:12])[CH:8]=[CH:7][C:3]=1[C:4]#[N:6]. Procedure details: Eighteen and five tenths grams of 2,3,4-trihydroxybenzamide were refluxed with 20 ml. of phosphorusoxychloride and 100 ml. of ethyl acetate for 2.5 hours. The volatile constituents were removed in vacuo and the residue poured into 150 ml. of an ice-water mixture. The resulting suspension was heated to 95° C. and then filtered through activated carbon. The filtrate was concentrated to about 50 ml. whereupon 2,3,4-trihydroxybenzonitrile precipitated and was collected by filtration. 2,3,4-Trihydrox... Starting materials: Cl.NC(CC1=CC(=CC(=C1)F)F)C1=C(C=CC(=N1)NC(C)=O)Br (N-(6-(1-amino-2-(3,5-difluorophenyl)ethyl)-5-bromopyridin-2-yl)acetamide hydrochloride), BrC=1C(=NC(=NC1)SC)[C@H](CC1=CC(=CC(=C1)F)F)N[S@@](=O)C(C)(C)C ((S)—N—((S)-1-(5-bromo-2-(methylthio)pyrimidin-4-yl)-2-(3,5-difluorophenyl)ethyl)-2-methylpropane-2-sulfinamide). The product is Cl.BrC=1C(=NC(=NC1)SC)[C@H](CC1=CC(=CC(=C1)F)F)N ((S)-1-(5-bromo-2-(methylthio)pyrimidin-4-yl)-2-(3,5-difluorophenyl)ethanamine hydrochloride). Reaction SMILES: [ClH:1].NC(C1N=C(NC(=O)C)C=CC=1Br)CC1C=C(F)C=C(F)C=1.[Br:24][C:25]1[C:26]([C@@H:33]([NH:43][S@](C(C)(C)C)=O)[CH2:34][C:35]2[CH:40]=[C:39]([F:41])[CH:38]=[C:37]([F:42])[CH:36]=2)=[N:27][C:28]([S:31][CH3:32])=[N:29][CH:30]=1>>[ClH:1].[Br:24][C:25]1[C:26]([C@@H:33]([NH2:43])[CH2:34][C:35]2[CH:40]=[C:39]([F:41])[CH:38]=[C:37]([F:42])[CH:36]=2)=[N:27][C:28]([S:31][CH3:32])=[N:29][CH:30]=1 |f:0.1,3.4|. Reported procedure: The title compound (12A) was prepared according to the method presented for the synthesis of compound 1F of Example 1 utilizing 11D. MS (m/z) 362.13 [M+H]+. Starting materials: C(C)(C)(C)OC(C1=CC(=C(C=C1)NCC)N=C1SC(C(N1CC1=CC=CC=C1)=O)=C1SC2=C(N1C)C=CC=C2)=O (3-[3-benzyl-5-(3-methyl-3H-benzothiazol-2-ylidene)-4-oxothiazolidin-2-ylideneamino]-4-ethylaminobenzoic acid tert-butyl ester), C(=O)(C(F)(F)F)O.C(Cl)Cl (TFA DCM). The product is C(C1=CC=CC=C1)N1C(SC(C1=O)=C1SC2=C(N1C)C=CC=C2)=NC=2C=C(C(=O)O)C=CC2NCC (3-[3-benzyl-5-(3-methyl-3H-benzothiazol-2-ylidene)-4-oxothiazolidin-2-ylideneamino]-4-ethylaminobenzoic acid). As a reaction SMILES: C([O:5][C:6](=[O:40])[C:7]1[CH:12]=[CH:11][C:10]([NH:13][CH2:14][CH3:15])=[C:9]([N:16]=[C:17]2[N:21]([CH2:22][C:23]3[CH:28]=[CH:27][CH:26]=[CH:25][CH:24]=3)[C:20](=[O:29])[C:19](=[C:30]3[N:34]([CH3:35])[C:33]4[CH:36]=[CH:37][CH:38]=[CH:39][C:32]=4[S:31]3)[S:18]2)[CH:8]=1)(C)(C)C.C(O)(C(F)(F)F)=O.C(Cl)Cl>>[CH2:22]([N:21]1[C:20](=[O:29])[C:19](=[C:30]2[N:34]([CH3:35])[C:33]3[CH:36]=[CH:37][CH:38]=[CH:39][C:32]=3[S:31]2)[S:18][C:17]1=[N:16][C:9]1[CH:8]=[C:7]([CH:12]=[CH:11][C:10]=1[NH:13][CH2:14][CH3:15])[C:6]([OH:40])=[O:5])[C:23]1[CH:28]=[CH:27][CH:26]=[CH:25][CH:24]=1 |f:1.2|. Procedure details: The product of Example 90 was treated with 55% TFA/DCM for 1 h, concentrated under reduced pressure, diluted with DCM, concentrated once again, diluted with DCM, allowed to stand over solid NaHCO3, filtered and concentrated to afford the title product. MS(ESI): 517 (MH+).